From a dataset of the Open Reaction Database (ORD), a public repository of structured organic reaction records. describe an organic reaction: reactants, conditions, products, and yield Starting materials: CCN=C=NCCCN(C)C, Cl, Nc1ccc(F)cc1F, CN(C)C=O, On1nnc2ccccc21, O=C(O)CCCCCBr. Product: O=C(CCCCCBr)Nc1ccc(F)cc1F. As a reaction SMILES: [CH3:2][N:3]([CH3:4])[CH2:5][CH2:6][CH2:7][N:8]=[C:9]=[N:10][CH2:11][CH3:12].[ClH:1].[F:23][c:24]1[c:25]([NH2:26])[cH:27][cH:28][c:29]([F:31])[cH:30]1.[O:41]=[CH:42][N:43]([CH3:44])[CH3:45].[OH:13][n:14]1[c:15]2[c:16]([cH:17][cH:18][cH:19][cH:20]2)[n:21][n:22]1.[OH:32][C:33](=[O:34])[CH2:35][CH2:36][CH2:37][CH2:38][CH2:39][Br:40]>>[F:23][c:24]1[c:25]([NH:26][C:33](=[O:32])[CH2:35][CH2:36][CH2:37][CH2:38][CH2:39][Br:40])[cH:27][cH:28][c:29]([F:31])[cH:30]1. Starting materials: CN(C)C=O, O=C(Cl)C(=O)Cl, ClCCl, O=C(O)c1cccc2c1OCC2. Yields the product O=C(Cl)c1cccc2c1OCC2. Reaction SMILES: [CH3:19][N:20]([CH3:21])[CH:22]=[O:23].[Cl:13][C:14]([C:15]([Cl:16])=[O:17])=[O:18].[Cl:24][CH2:25][Cl:26].[O:1]1[c:2]2[c:3]([cH:6][cH:7][cH:8][c:9]2[C:10](=[O:11])[OH:12])[CH2:4][CH2:5]1>>[O:1]1[c:2]2[c:3]([cH:6][cH:7][cH:8][c:9]2[C:10](=[O:12])[Cl:13])[CH2:4][CH2:5]1. Reactants: C1(CC1)C1=C(C(=NO1)C1=C(C=CC=C1Cl)Cl)CO ([5-cyclopropyl-3-(2,6-dichloro-phenyl)-isoxazol-4-yl]-methanol), C1(=CC=CC=C1)P(C1=CC=CC=C1)C1=CC=CC=C1 (triphenylphosphine), C(Br)(Br)(Br)Br (carbon tetrabromide). The solvent is ClCCl (dichloromethane). Conditions: temperature 5 celsius, time 2 hour. Yields the product BrCC=1C(=NOC1C1CC1)C1=C(C=CC=C1Cl)Cl (4-Bromomethyl-5-cyclopropyl-3-(2,6-dichloro-phenyl)-isoxazole). The yield is 90.1%. As a reaction SMILES: [CH:1]1([C:4]2[O:8][N:7]=[C:6]([C:9]3[C:14]([Cl:15])=[CH:13][CH:12]=[CH:11][C:10]=3[Cl:16])[C:5]=2[CH2:17]O)[CH2:3][CH2:2]1.C1(P(C2C=CC=CC=2)C2C=CC=CC=2)C=CC=CC=1.C(Br)(Br)(Br)[Br:39]>ClCCl>[Br:39][CH2:17][C:5]1[C:6]([C:9]2[C:14]([Cl:15])=[CH:13][CH:12]=[CH:11][C:10]=2[Cl:16])=[N:7][O:8][C:4]=1[CH:1]1[CH2:3][CH2:2]1. Reported procedure: To a solution of 30 g (105.58 mmol) of [5-cyclopropyl-3-(2,6-dichloro-phenyl)-isoxazol-4-yl]-methanol in 210 mL of dichloromethane is added 41.96 g (158 mmol) of triphenylphosphine. The resulting mixture is cooled in an ice bath (about 0-10° C.) and added in portions to carbon tetrabromide (53 g, 158.37 mmol). The reaction is stirred at room temperature for 2 h. The solvent is evaporated to obtain an orange oil which is purified on silica gel column chromatography using Hexanes to hex/EtOAc 8:2 ... Starting materials: O=Cc1ccccc1O, OCCCCl. Product: O=Cc1ccccc1OCCCO. As a reaction SMILES: [CH:1](=[O:2])[c:3]1[cH:4][cH:5][cH:6][cH:7][c:8]1[OH:9].[Cl:10][CH2:11][CH2:12][CH2:13][OH:14]>>[CH:1](=[O:2])[c:3]1[cH:4][cH:5][cH:6][cH:7][c:8]1[O:9][CH2:11][CH2:12][CH2:13][OH:14]. Reactants: BrCCCCBr, O=C([O-])[O-], [I-], [K+], [K+], [K+], CC1NC(=O)NN=C1c1ccc(N)cc1, CN(C)C=O. Yields the product CC1NC(=O)NN=C1c1ccc(N2CCCC2)cc1. As a reaction SMILES: [Br:16][CH2:17][CH2:18][CH2:19][CH2:20][Br:21].[C:22](=[O:23])([O-:24])[O-:25].[I-:29].[K+:26].[K+:27].[K+:28].[NH2:1][c:2]1[cH:3][cH:4][c:5]([C:8]2=[N:13][NH:12][C:11](=[O:14])[NH:10][CH:9]2[CH3:15])[cH:6][cH:7]1.[O:30]=[CH:31][N:32]([CH3:33])[CH3:34]>>[N:1]1([c:2]2[cH:3][cH:4][c:5]([C:8]3=[N:13][NH:12][C:11](=[O:14])[NH:10][CH:9]3[CH3:15])[cH:6][cH:7]2)[CH2:17][CH2:18][CH2:19][CH2:20]1. The reactants are CNC, OCCC1CSC(c2cc3cc(Cl)cc(NC4CCCC4)c3[nH]2)=N1. Yields the product CN(C)CCC1CSC(c2cc3cc(Cl)cc(NC4CCCC4)c3[nH]2)=N1. As a reaction SMILES: [CH3:25][NH:26][CH3:27].[Cl:1][c:2]1[cH:3][c:4]2[cH:5][c:6]([C:17]3=[N:21][CH:20]([CH2:22][CH2:23][OH:24])[CH2:19][S:18]3)[nH:7][c:8]2[c:9]([NH:11][CH:12]2[CH2:13][CH2:14][CH2:15][CH2:16]2)[cH:10]1>>[Cl:1][c:2]1[cH:3][c:4]2[cH:5][c:6]([C:17]3=[N:21][CH:20]([CH2:22][CH2:23][N:26]([CH3:25])[CH3:27])[CH2:19][S:18]3)[nH:7][c:8]2[c:9]([NH:11][CH:12]2[CH2:13][CH2:14][CH2:15][CH2:16]2)[cH:10]1. The reactants are OC=1C=C(C=CC1)C1C(N(CC1)C)=O (3-(3-hydroxyphenyl)-1-methyl-2-pyrrolidone), ICCC (1-Iodopropane), C(CCC)[Li] (n-butyllithium), C(C)(C)NC(C)C (diisopropylamine). Run in C1CCOC1 (THF), O (water). Conditions: time 1 hour. Yields the product C(C)(C)[N-]C(C)C.[Li+] (Lithium diisopropylamide), OC=1C=C(C=CC1)C1(C(N(CC1)C)=O)CCC (3-(3-Hydroxyphenyl)-1-methyl-3-(1-propyl)-2-pyrrolidone). Reaction SMILES: [CH2:1]([Li:5])[CH2:2][CH2:3]C.[CH:6]([NH:9][CH:10]([CH3:12])[CH3:11])([CH3:8])[CH3:7].[OH:13][C:14]1[CH:15]=[C:16]([CH:20]2[CH2:24][CH2:23][N:22]([CH3:25])[C:21]2=[O:26])[CH:17]=[CH:18][CH:19]=1.ICCC>C1COCC1.O>[CH:6]([N-:9][CH:10]([CH3:12])[CH3:11])([CH3:8])[CH3:7].[Li+:5].[OH:13][C:14]1[CH:15]=[C:16]([C:20]2([CH2:1][CH2:2][CH3:3])[CH2:24][CH2:23][N:22]([CH3:25])[C:21]2=[O:26])[CH:17]=[CH:18][CH:19]=1 |f:6.7|. Procedure: Lithium diisopropylamide was prepared under nitrogen at room temperature from n-butyllithium (1.4 M in hexane, 16 ml) and diisopropylamine (2.8 ml, 2.02 g). A solution of 3-(3-hydroxyphenyl)-1-methyl-2-pyrrolidone (1.71 g) in THF (50 ml) was added and the resulting suspension was stirred for 1 hour at room temperature. 1-Iodopropane (0.95 ml, 1.63 g) was then added in one lot, when the acid immediately dissolved. The mixture was warmed over 2 hours to reflux, held at reflux for 30 minutes, coole...